From a dataset of the Open Reaction Database (ORD), a public repository of structured organic reaction records. describe an organic reaction: reactants, conditions, products, and yield Reactants: crude product, ClCC(C(C(=O)OC(C)(C)C)=CC)=O (tert.-butyl 4-chloro-2-ethylidene-3-oxobutyrate), C(C)(=O)NC(=S)N (acetylthiourea). Solvent: CN(C=O)C (dimethylformamide), O (water), CN(C=O)C (dimethylformamide). Run at temperature 85 celsius, time 2 hour. The product is C(C)(=O)NC=1SC=C(N1)/C(/C(=O)OC(C)(C)C)=C/C (Tert.-butyl Z-2-(2-acetamidothiazol-4-yl)but-2-enoate). Reaction SMILES: Cl[CH2:2][C:3](=O)[C:4](=[CH:12][CH3:13])[C:5]([O:7][C:8]([CH3:11])([CH3:10])[CH3:9])=[O:6].[C:15]([NH:18][C:19]([NH2:21])=[S:20])(=[O:17])[CH3:16]>CN(C)C=O.O>[C:15]([NH:18][C:19]1[S:20][CH:2]=[C:3](/[C:4](=[CH:12]/[CH3:13])/[C:5]([O:7][C:8]([CH3:11])([CH3:10])[CH3:9])=[O:6])[N:21]=1)(=[O:17])[CH3:16]. Procedure: The crude product of a 2.2 mol batch of tert.-butyl 4-chloro-2-ethylidene-3-oxobutyrate, dissolved in 100 ml of dimethylformamide, is added to a solution, warmed to 85° C., of 236 g (2 mol) of acetylthiourea in a mixture of 360 ml of water and 720 ml of dimethylformamide. The mixture is stirred at 85° C. for two hours and concentrated, the residue is taken up in ethyl acetate and the solution is extracted three times with water. After drying and concentrating, by-products are precipitated with e... Starting materials: BrC1=CC=C(C(=O)NN)C=C1 (4-bromo-benzoic acid hydrazide), C(OCC)(OCC)OCC (triethyl orthoformate). Conditions: time 8 hour. The product is BrC1=CC=C(C=C1)C=1OC=NN1 (2-(4-Bromo-phenyl)-[1,3,4]oxadiazole). As a reaction SMILES: [Br:1][C:2]1[CH:11]=[CH:10][C:5]([C:6]([NH:8][NH2:9])=[O:7])=[CH:4][CH:3]=1.[CH:12](OCC)(OCC)OCC>>[Br:1][C:2]1[CH:11]=[CH:10][C:5]([C:6]2[O:7][CH:12]=[N:9][N:8]=2)=[CH:4][CH:3]=1. Reported procedure: 12.3 mmol of 4-bromo-benzoic acid hydrazide were dissolved in 26 ml of triethyl orthoformate. The reaction mixture was stirred overnight at 140°, evaporated and the residue crystallized from ethanol to give the title compound as a colorless solid. MS (m/e): 225.0 (MH+, 100%) The reactants are ClC[C@H](CC1=CC(=CC=C1)\C=C\C1=C(C=CC=C1Cl)Cl)O ((S,E)-1-Chloro-3-(3-(2,6-dichlorostyryl)phenyl)propan-2-ol), [N-]=[N+]=[N-].[Na+] (NaN3). The product is N(=[N+]=[N-])C[C@H](CC1=CC(=CC=C1)\C=C\C1=C(C=CC=C1Cl)Cl)O ((S,E)-1-azido-3-(3-(2,6-dichlorostyryl)phenyl)propan-2-ol). Reaction SMILES: Cl[CH2:2][C@@H:3]([OH:21])[CH2:4][C:5]1[CH:10]=[CH:9][CH:8]=[C:7](/[CH:11]=[CH:12]/[C:13]2[C:18]([Cl:19])=[CH:17][CH:16]=[CH:15][C:14]=2[Cl:20])[CH:6]=1.[N-:22]=[N+:23]=[N-:24].[Na+]>>[N:22]([CH2:2][C@@H:3]([OH:21])[CH2:4][C:5]1[CH:10]=[CH:9][CH:8]=[C:7](/[CH:11]=[CH:12]/[C:13]2[C:18]([Cl:19])=[CH:17][CH:16]=[CH:15][C:14]=2[Cl:20])[CH:6]=1)=[N+:23]=[N-:24] |f:1.2|. Reported procedure: (S,E)-1-Chloro-3-(3-(2,6-dichlorostyryl)phenyl)propan-2-ol was reacted with NaN3 following the method used in Example 74 to give (S,E)-1-azido-3-(3-(2,6-dichlorostyryl)phenyl)propan-2-ol. This material was used in the next synthetic step without purification. Starting materials: O=C1CC(OCc2ccccc2)C(=O)N1Cc1ccccc1, [Cl-], [NH4+], C1CCOC1. Product: CC1(O)C(OCc2ccccc2)CC(=O)N1Cc1ccccc1. As a reaction SMILES: [CH2:1]([c:2]1[cH:3][cH:4][cH:5][cH:6][cH:7]1)[N:8]1[C:9](=[O:22])[CH:10]([O:14][CH2:15][c:16]2[cH:17][cH:18][cH:19][cH:20][cH:21]2)[CH2:11][C:12]1=[O:13].[Cl-:23].[NH4+:24].[O:25]1[CH2:26][CH2:29][CH2:28][CH2:27]1>>[CH2:1]([c:2]1[cH:3][cH:4][cH:5][cH:6][cH:7]1)[N:8]1[C:9]([OH:22])([CH3:26])[CH:10]([O:14][CH2:15][c:16]2[cH:17][cH:18][cH:19][cH:20][cH:21]2)[CH2:11][C:12]1=[O:13]. Starting materials: C=CCn1c(=O)[nH]c(=O)c2[nH]c(C34CC5CC(CC3C5)C4)nc21, CN(C)C=O, [H-], CCCI, [Na+], O. Product: C=CCn1c(=O)n(CCC)c(=O)c2[nH]c(C34CC5CC(CC3C5)C4)nc21. Reaction SMILES: [CH2:1]([CH:2]=[CH2:3])[n:4]1[c:5](=[O:23])[nH:6][c:7](=[O:22])[c:8]2[nH:9][c:10]([C:13]34[CH2:14][CH:15]5[CH2:16][CH:17]3[CH2:18][CH:19]([CH2:20]4)[CH2:21]5)[n:11][c:12]12.[CH3:31][N:32]([CH3:33])[CH:34]=[O:35].[H-:24].[I:26][CH2:27][CH2:28][CH3:29].[Na+:25].[OH2:30]>>[CH2:1]([CH:2]=[CH2:3])[n:4]1[c:5](=[O:23])[n:6]([CH2:27][CH2:28][CH3:29])[c:7](=[O:22])[c:8]2[nH:9][c:10]([C:13]34[CH2:14][CH:15]5[CH2:16][CH:17]3[CH2:18][CH:19]([CH2:20]4)[CH2:21]5)[n:11][c:12]12. The reactants are C1CCOC1, CCOCC, COC(=O)C=Cc1ccc(Cl)c(Cl)c1, [Mg+2], [Na+], O=S(=O)([O-])[O-], [OH-], O. Product: OCC=Cc1ccc(Cl)c(Cl)c1. Reaction SMILES: [CH2:24]1[O:25][CH2:26][CH2:27][CH2:28]1.[CH3:29][CH2:30][O:31][CH2:32][CH3:33].[Cl:1][c:2]1[cH:3][c:4]([CH:9]=[CH:10][C:11](=[O:12])[O:13][CH3:14])[cH:5][cH:6][c:7]1[Cl:8].[Mg+2:18].[Na+:17].[O-:19][S:20]([O-:21])(=[O:22])=[O:23].[OH-:16].[OH2:15]>>[Cl:1][c:2]1[cH:3][c:4]([CH:9]=[CH:10][CH2:11][OH:12])[cH:5][cH:6][c:7]1[Cl:8]. Reactants: Cc1cc2c(c3ccc(=O)[nH]c13)OC(COS(C)(=O)=O)C2, CN(C)C=O, [O-][I+2]([O-])[O-], [Na+]. Product: Cc1cc2c(c3ccc(=O)[nH]c13)OC(CI)C2. As a reaction SMILES: [CH3:1][S:2]([O:3][CH2:6][CH:7]1[CH2:8][c:9]2[c:10]([c:11]3[cH:12][cH:13][c:14](=[O:20])[nH:15][c:16]3[c:17]([CH3:19])[cH:18]2)[O:21]1)(=[O:4])=[O:5].[CH3:27][N:28]([CH3:29])[CH:30]=[O:31].[I+2:22]([O-:23])([O-:24])[O-:25].[Na+:26]>>[CH2:6]([CH:7]1[CH2:8][c:9]2[c:10]([c:11]3[cH:12][cH:13][c:14](=[O:20])[nH:15][c:16]3[c:17]([CH3:19])[cH:18]2)[O:21]1)[I:22].